This data is from the Open Reaction Database (ORD), a public repository of structured organic reaction records. The task is: describe an organic reaction: reactants, conditions, products, and yield Reactants: ClC=1C=CC(=C2C=C(C(NC12)=O)C)OCCN1CCCCC1 (8-chloro-3-methyl-5-(2-(piperidin-1-yl)ethoxy)quinolin-2(1H)-one), O=P(Cl)(Cl)Cl (POCl3), [Cl-].C(C)[NH+](CC)CC (triethylammonium chloride). The solvent is C(C)#N (acetonitrile). Reaction conditions: temperature 120 celsius, time 3 hour. Product: ClC1=NC2=C(C=CC(=C2C=C1C)OCCN1CCCCC1)Cl (2,8-dichloro-3-methyl-5-(2-(piperidin-1-yl)ethoxy)quinoline). The yield is 100.2%. Reaction SMILES: [Cl:1][C:2]1[CH:3]=[CH:4][C:5]([O:14][CH2:15][CH2:16][N:17]2[CH2:22][CH2:21][CH2:20][CH2:19][CH2:18]2)=[C:6]2[C:11]=1[NH:10][C:9](=O)[C:8]([CH3:13])=[CH:7]2.O=P(Cl)(Cl)[Cl:25].[Cl-].C([NH+](CC)CC)C>C(#N)C>[Cl:25][C:9]1[C:8]([CH3:13])=[CH:7][C:6]2[C:11](=[C:2]([Cl:1])[CH:3]=[CH:4][C:5]=2[O:14][CH2:15][CH2:16][N:17]2[CH2:22][CH2:21][CH2:20][CH2:19][CH2:18]2)[N:10]=1 |f:2.3|. Procedure details: 8-chloro-3-methyl-5-(2-(piperidin-1-yl)ethoxy)quinolin-2(1H)-one (160 mg, 0.5 mmol, 1 eq.) was placed in acetonitrile (1.2 mL) in the presence of POCl3 (233 μL, 2.5 mmol, 5 eq.) and triethylammonium chloride (570 mg, 2.5 mmol, 5 eq.). The reaction mixture was stirred at 120° C. during 3 hours. The mixture was then concentrated under reduced pressure and, after adding water to the residue (5 mL), was stirred at room temperature during 30 minutes. Then the resulting precipitate was washed with wat... Starting materials: COC(CNNC(=O)N1CCN(CC1)CC1=CC=C(C=C1)Cl)=O (N-(1-(4-chlorobenzyl)-piperazine-4-carboxamido) glycine methyl ester), [OH-].[Na+] (NaOH). Run in O1CCOCC1.CO (dioxane CH3OH). Run at time 2 hour. Product: ClC1=CC=C(CN2CCN(CC2)C(=O)NNCC(=O)[O-])C=C1.[Na+] (Sodium N-(1-(4-chlorobenzyl)-piperazine-4-carboxamido)glycinate). RXN SMILES: C[O:2][C:3](=[O:23])[CH2:4][NH:5][NH:6][C:7]([N:9]1[CH2:14][CH2:13][N:12]([CH2:15][C:16]2[CH:21]=[CH:20][C:19]([Cl:22])=[CH:18][CH:17]=2)[CH2:11][CH2:10]1)=[O:8].[OH-].[Na+:25]>O1CCOCC1.CO>[Cl:22][C:19]1[CH:18]=[CH:17][C:16]([CH2:15][N:12]2[CH2:13][CH2:14][N:9]([C:7]([NH:6][NH:5][CH2:4][C:3]([O-:23])=[O:2])=[O:8])[CH2:10][CH2:11]2)=[CH:21][CH:20]=1.[Na+:25] |f:1.2,3.4,5.6|. Reported procedure: A solution of N-(1-(4-chlorobenzyl)-piperazine-4-carboxamido) glycine methyl ester (813 mg, 2.50 mmol) in dioxane-CH3OH (3:1, 12 mL) was treated with 4N aqueous NaOH solution (0.63 mL, 1 equiv.). The mixture was stirred at room temperature for 2 hours. Solvent removal afforded the desired material which was used without further purification (885 mg, 100%). The reactants are Oc1ccc(-c2c[nH]c3ncc(Br)cc23)cn1, COc1ccc(COc2ccc(B(O)O)cc2OC)cc1, CC#N, Cl[Pd-2](Cl)([PH](c1ccccc1)(c1ccccc1)c1ccccc1)[PH](c1ccccc1)(c1ccccc1)c1ccccc1, [Na+], [Na+], O=C([O-])[O-], O. Yields the product COc1ccc(COc2ccc(-c3cnc4[nH]cc(-c5ccc(O)nc5)c4c3)cc2OC)cc1. Reaction SMILES: [Br:1][c:2]1[cH:3][c:4]2[c:5]([n:6][cH:7]1)[nH:8][cH:9][c:10]2-[c:11]1[cH:12][cH:13][c:14]([OH:17])[n:15][cH:16]1.[CH3:18][O:19][c:20]1[cH:21][cH:22][c:23]([CH2:26][O:27][c:28]2[c:29]([O:37][CH3:38])[cH:30][c:31]([B:34]([OH:35])[OH:36])[cH:32][cH:33]2)[cH:24][cH:25]1.[CH3:39][C:40]#[N:41].[Cl:48][Pd-2:49]([Cl:50])([PH:51]([c:52]1[cH:53][cH:54][cH:55][cH:56][cH:57]1)([c:58]1[cH:59][cH:60][cH:61][cH:62][cH:63]1)[c:64]1[cH:65][cH:66][cH:67][cH:68][cH:69]1)[PH:70]([c:71]1[cH:72][cH:73][cH:74][cH:75][cH:76]1)([c:77]1[cH:78][cH:79][cH:80][cH:81][cH:82]1)[c:83]1[cH:84][cH:85][cH:86][cH:87][cH:88]1.[Na+:42].[Na+:43].[O-:44][C:45](=[O:46])[O-:47].[OH2:89]>>[c:2]1(-[c:31]2[cH:30][c:29]([O:37][CH3:38])[c:28]([O:27][CH2:26][c:23]3[cH:22][cH:21][c:20]([O:19][CH3:18])[cH:25][cH:24]3)[cH:33][cH:32]2)[cH:3][c:4]2[c:5]([n:6][cH:7]1)[nH:8][cH:9][c:10]2-[c:11]1[cH:12][cH:13][c:14]([OH:17])[n:15][cH:16]1. Reactants: S(O)(O)(=O)=O (sulphuric acid), ClC(=O)C=1OC2=C(C(C1C)=O)C=CC=C2C=CC (2-Chlorocarbonyl-3-methyl-4-oxo-8-(1-propenyl)-4H-1-benzopyran), [Mg] (magnesium), C(CC(=O)OCC)(=O)OCC (diethyl malonate). Solvent: O (water), C1(=CC=CC=C1)C (toluene), C(Cl)(Cl)Cl (chloroform), C(C)O (ethanol), C(Cl)(Cl)(Cl)Cl (carbon tetrachloride). Reaction conditions: time 2 hour. Product: C(C)(=O)C=1OC2=C(C(C1C)=O)C=CC=C2C=CC (2-Acetyl-3-methyl-4-oxo-8-(1-propenyl)-4H-1-benzopyran). Reaction SMILES: [Mg].[C:2](OCC)(=O)CC(OCC)=O.Cl[C:14]([C:16]1[O:17][C:18]2[C:27]([CH:28]=[CH:29][CH3:30])=[CH:26][CH:25]=[CH:24][C:19]=2[C:20](=[O:23])[C:21]=1[CH3:22])=[O:15].S(=O)(=O)(O)O>C(O)C.C1(C)C=CC=CC=1.C(Cl)(Cl)Cl.O.C(Cl)(Cl)(Cl)Cl>[C:14]([C:16]1[O:17][C:18]2[C:27]([CH:28]=[CH:29][CH3:30])=[CH:26][CH:25]=[CH:24][C:19]=2[C:20](=[O:23])[C:21]=1[CH3:22])(=[O:15])[CH3:2]. Procedure: 0.051 g of magnesium turnings were suspended in 10 mL of anhydrous ethanol. 0.3 mL of carbon tetrachloride and 0.32 mL of diethyl malonate were added and the resulting mixture was stirred at room temperature (with spontaneous heating) for 1 hour, then at 60° C. for 2 hours and cooled to room temperature. A solution of 0.42 g of Compound 2A in 15 mL of toluene and chloroform (5 mL) was added dropwise and the resulting mixture was stirred at room temperature for 6 hours. After overnight resting, 0... Starting materials: ClC=1C=NC=C(C1SC1=C(C=C(S1)C(=O)O)[N+](=O)[O-])Cl (5-[(3,5-dichloro-4-pyridyl)sulfanyl]-4-nitro-thiophene-2-carboxylic acid), Cl.CN(C1=CC=C(CN)C=C1)C (4-(dimethylamino)benzylamine hydrogen chloride salt). Product: ClC=1C=NC=C(C1SC1=C(C=C(S1)C(=O)NCC1=CC=C(C=C1)N(C)C)[N+](=O)[O-])Cl (5-((3,5-dichloropyridin-4-yl)thio)-N-(4-(dimethylamino)benzyl)-4-nitrothiophene-2-carboxamide), solid. Isolated yield 37.0%. RXN SMILES: [Cl:1][C:2]1[CH:3]=[N:4][CH:5]=[C:6]([Cl:20])[C:7]=1[S:8][C:9]1[S:13][C:12]([C:14]([OH:16])=O)=[CH:11][C:10]=1[N+:17]([O-:19])=[O:18].Cl.[CH3:22][N:23]([CH3:32])[C:24]1[CH:31]=[CH:30][C:27]([CH2:28][NH2:29])=[CH:26][CH:25]=1>>[Cl:20][C:6]1[CH:5]=[N:4][CH:3]=[C:2]([Cl:1])[C:7]=1[S:8][C:9]1[S:13][C:12]([C:14]([NH:29][CH2:28][C:27]2[CH:30]=[CH:31][C:24]([N:23]([CH3:32])[CH3:22])=[CH:25][CH:26]=2)=[O:16])=[CH:11][C:10]=1[N+:17]([O-:19])=[O:18] |f:1.2|. Procedure: Prepared according to the procedure described for example 50 from 5-[(3,5-dichloro-4-pyridyl)sulfanyl]-4-nitro-thiophene-2-carboxylic acid (150 mg, 0.41 mmol) and 4-(dimethylamino)benzylamine hydrogen chloride salt (60.9 mg, 0.49 mmol). The title compound was obtained as a solid (70 mg, 37% yield). 1H NMR (400 MHz, d6-DMSO) δ: 9.23 (1H, m), 8.99 (2H, s), 8.46 (1H, s), 7.1 (2H, dd), 6.7 (2H, dd), 4.26 (2H, m), 2.91 (6H, s). MS m/z: 483.05, 485.03 [M+H]+. Starting materials: OO (hydrogen peroxide), O (water), C(C1=CC=CC=C1)C1=C(C=CC=C1)SCC(C(=O)NC1=CC(=C(C=C1)C#N)C(F)(F)F)(C)O (3-(2-benzylphenylthio)-N-(4-cyano-3-(trifluoromethyl)phenyl)-2-hydroxy-2-methylpropanamide), FC(C(=O)OC(C(F)(F)F)=O)(F)F (trifluoroacetic anhydride). Run in [Cl-].[Na+].O (brine), ClCCl (dichloromethane), ClCCl (dichloromethane). Run at temperature -78 celsius, time 16 hour. Yields the product C(C1=CC=CC=C1)C1=C(C=CC=C1)S(=O)(=O)CC(C(=O)NC1=CC(=C(C=C1)C#N)C(F)(F)F)(C)O (3-(2-benzyl phenylsulfonyl)-N-(4-cyano-3-(trifluoromethyl)phenyl)-2-hydroxy-2-methylpropanamide). Reaction SMILES: [CH2:1]([C:8]1[CH:13]=[CH:12][CH:11]=[CH:10][C:9]=1[S:14][CH2:15][C:16]([OH:33])([CH3:32])[C:17]([NH:19][C:20]1[CH:25]=[CH:24][C:23]([C:26]#[N:27])=[C:22]([C:28]([F:31])([F:30])[F:29])[CH:21]=1)=[O:18])[C:2]1[CH:7]=[CH:6][CH:5]=[CH:4][CH:3]=1.OO.FC(F)(F)C(OC(=O)C(F)(F)F)=[O:39].[OH2:49]>ClCCl.[Cl-].[Na+].O>[CH2:1]([C:8]1[CH:13]=[CH:12][CH:11]=[CH:10][C:9]=1[S:14]([CH2:15][C:16]([OH:33])([CH3:32])[C:17]([NH:19][C:20]1[CH:25]=[CH:24][C:23]([C:26]#[N:27])=[C:22]([C:28]([F:31])([F:29])[F:30])[CH:21]=1)=[O:18])(=[O:39])=[O:49])[C:2]1[CH:7]=[CH:6][CH:5]=[CH:4][CH:3]=1 |f:5.6.7|. Procedure: 3-(2-benzylphenylthio)-N-(4-cyano-3-(trifluoromethyl)phenyl)-2-hydroxy-2-methylpropanamide (32 mg, 0.068 mmol) was dissolved in dichloromethane (0.1 mL) and cooled to −78° C. 30% hydrogen peroxide (12 μL, 0.4 mmol) was added followed by the slow addition of trifluoroacetic anhydride (48 μL, 0.34 mmol). The reaction was stirred at room temperature for 16 h. The reaction was diluted with dichloromethane. Cold water and brine were added, and the reaction was stirred for 20 minutes. The organic laye... Starting materials: COc1cccc(OC(F)(F)F)c1, COc1ccccc1C1(N2CC(O)C(O)C2C(=O)N(C)C)C(=O)Nc2ccc(Cl)cc21, O=S(=O)(Cl)Cl. The product is COc1ccc(S(=O)(=O)N2C(=O)C(c3ccccc3OC)(N3CC(O)C(O)C3C(=O)N(C)C)c3cc(Cl)ccc32)c(OC(F)(F)F)c1. Reaction SMILES: [CH3:37][O:38][c:39]1[cH:40][c:41]([O:45][C:46]([F:47])([F:48])[F:49])[cH:42][cH:43][cH:44]1.[Cl:1][c:2]1[cH:3][c:4]2[c:8]([cH:9][cH:10]1)[NH:7][C:6](=[O:11])[C:5]2([c:12]1[c:13]([O:18][CH3:19])[cH:14][cH:15][cH:16][cH:17]1)[N:20]1[CH:21]([C:22](=[O:23])[N:24]([CH3:25])[CH3:26])[CH:27]([OH:31])[CH:28]([OH:30])[CH2:29]1.[S:32](=[O:33])(=[O:34])([Cl:35])[Cl:36]>>[Cl:1][c:2]1[cH:3][c:4]2[c:8]([cH:9][cH:10]1)[N:7]([S:32](=[O:33])(=[O:34])[c:42]1[c:41]([O:45][C:46]([F:47])([F:48])[F:49])[cH:40][c:39]([O:38][CH3:37])[cH:44][cH:43]1)[C:6](=[O:11])[C:5]2([c:12]1[c:13]([O:18][CH3:19])[cH:14][cH:15][cH:16][cH:17]1)[N:20]1[CH:21]([C:22](=[O:23])[N:24]([CH3:25])[CH3:26])[CH:27]([OH:31])[CH:28]([OH:30])[CH2:29]1. Starting materials: NC1=C(N=C(S1)C1=CC=C(C=C1)C(C)(C)O)C(=O)N (5-Amino-2-[4-(1-hydroxy-1-methylethyl)phenyl]-1,3-thiazole-4-carboxamide), C([O-])([O-])=O.[K+].[K+] (potassium carbonate), C(C)(C)(CC)O (tert-amyl alcohol), BrC1=NC=C(C=C1)S(=O)(=O)C (2-bromo-5-(methylsulfonyl)pyridine), CC(C)C1=CC(=C(C(=C1)C(C)C)C2=C(C=CC=C2)P(C3CCCCC3)C4CCCCC4)C(C)C (X-PHOS). Reagents/catalysts: C=1C=CC(=CC1)/C=C/C(=O)/C=C/C2=CC=CC=C2.C=1C=CC(=CC1)/C=C/C(=O)/C=C/C2=CC=CC=C2.C=1C=CC(=CC1)/C=C/C(=O)/C=C/C2=CC=CC=C2.[Pd].[Pd] (Pd2(dba)3). The product is OC(C)(C)C1=CC=C(C=C1)C=1SC(=C(N1)C(=O)N)NC1=NC=C(C=C1)S(=O)(=O)C (2-[4-(1-Hydroxy-1-methylethyl)phenyl]-5-{[5-(methylsulfonyl)pyridin-2-yl]amino}-1,3-thiazole-4-carboxamide). Reaction SMILES: [NH2:1][C:2]1[S:6][C:5]([C:7]2[CH:12]=[CH:11][C:10]([C:13]([OH:16])([CH3:15])[CH3:14])=[CH:9][CH:8]=2)=[N:4][C:3]=1[C:17]([NH2:19])=[O:18].Br[C:21]1[CH:26]=[CH:25][C:24]([S:27]([CH3:30])(=[O:29])=[O:28])=[CH:23][N:22]=1.CC(C1C=C(C(C)C)C(C2C=CC=CC=2P(C2CCCCC2)C2CCCCC2)=C(C(C)C)C=1)C.C(=O)([O-])[O-].[K+].[K+].C(O)(CC)(C)C>C1C=CC(/C=C/C(/C=C/C2C=CC=CC=2)=O)=CC=1.C1C=CC(/C=C/C(/C=C/C2C=CC=CC=2)=O)=CC=1.C1C=CC(/C=C/C(/C=C/C2C=CC=CC=2)=O)=CC=1.[Pd].[Pd]>[OH:16][C:13]([C:10]1[CH:9]=[CH:8][C:7]([C:5]2[S:6][C:2]([NH:1][C:21]3[CH:26]=[CH:25][C:24]([S:27]([CH3:30])(=[O:29])=[O:28])=[CH:23][N:22]=3)=[C:3]([C:17]([NH2:19])=[O:18])[N:4]=2)=[CH:12][CH:11]=1)([CH3:15])[CH3:14] |f:3.4.5,7.8.9.10.11|. Procedure: The title compound was prepared as described in Example 1, Step 2 using 5-amino-2-[4-(1-hydroxy-1-methylethyl)phenyl]-1,3-thiazole-4-carboxamide (Example 5, Step 3) (150 mg, 0.54 mmol), 2-bromo-5-(methylsulfonyl)pyridine (128 mg, 0.54 mmol), Pd2(dba)3 (30 mg, 0.032 mmol), X-PHOS (77 mg, 0.16 mmol), potassium carbonate (75 mg, 0.54 mmol), and tert-amyl alcohol (1.1 ml) as starting materials. 1H NMR (500 MHz, d6-DMSO) δ 11.72 (s, 1H), 8.79 (d, 1H), 8.13 (dd, 1H), 7.91 (m, 3H), 7.79 (s, 1H), 7.57 (... Reactants: [K] (potassium), SC=1NC2=C(N1)C=CC=C2 (2-mercaptobenzimidazole), C([O-])([O-])=O.[K+].[K+] (potassium carbonate), BrCC1=NC=CC(=C1OC)OC (2-bromomethyl-3,4-dimethoxypyridine). Run in CN(C=O)C (dimethylformamide), CN(C=O)C (dimethylformamide), C(Cl)(Cl)Cl (chloroform). The product is COC=1C(=NC=CC1OC)CSC=1NC2=C(N1)C=CC=C2 (2-[(3,4-dimethoxypyrid-2-yl)methylthio]benzimidazole). Isolated yield 70.5%. RXN SMILES: [K].[SH:2][C:3]1[NH:4][C:5]2[CH:11]=[CH:10][CH:9]=[CH:8][C:6]=2[N:7]=1.C(=O)([O-])[O-].[K+].[K+].Br[CH2:19][C:20]1[C:25]([O:26][CH3:27])=[C:24]([O:28][CH3:29])[CH:23]=[CH:22][N:21]=1>CN(C)C=O.C(Cl)(Cl)Cl>[CH3:27][O:26][C:25]1[C:20]([CH2:19][S:2][C:3]2[NH:4][C:5]3[CH:11]=[CH:10][CH:9]=[CH:8][C:6]=3[N:7]=2)=[N:21][CH:22]=[CH:23][C:24]=1[O:28][CH3:29] |f:2.3.4,^1:0|. Reported procedure: To a mixture of potassium salt of 2-mercaptobenzimidazole (1.45 g), potassium carbonate (1.0 g) and dimethylformamide (10 ml) was added dropwise with stirring a solution of 2-bromomethyl-3,4-dimethoxypyridine (1.18 g) in dimethylformamide (2 ml), and the mixture was stirred at room temperature for 30 minutes, to which chloroform (100 ml) was added. The reaction mixture was washed with water, 1N-sodium hydroxide and water in this order, dried (with sodium sulfate) and evaporated. The residue was ... Procedure: 1-benzyl-5-chloroindoline-2,3-dione (0.135 g) and nitromethane (0.15 ml) were added to water and the reaction mixture was vigorously stirred at a temperature of 30° C. for 6 hours. The obtained product was extracted with ethyl acetate and purified by silica gel column chromatography using ethyl acetate/hexane as eluents to afford pure product. RXN SMILES: [CH2:1]([N:8]1[C:16]2[C:11](=[CH:12][C:13]([Cl:17])=[CH:14][CH:15]=2)[C:10](=[O:18])[C:9]1=[O:19])[C:2]1[CH:7]=[CH:6][CH:5]=[CH:4][CH:3]=1.[N+:20]([CH3:23])([O-:22])=[O:21]>O>[CH2:1]([N:8]1[C:16]2[C:11](=[CH:12][C:13]([Cl:17])=[CH:14][CH:15]=2)[C:10]([OH:18])([CH2:23][N+:20]([O-:22])=[O:21])[C:9]1=[O:19])[C:2]1[CH:3]=[CH:4][CH:5]=[CH:6][CH:7]=1. Conditions: temperature 30 celsius, time 6 hour. Reactants: C(C1=CC=CC=C1)N1C(C(C2=CC(=CC=C12)Cl)=O)=O (1-benzyl-5-chloroindoline-2,3-dione), [N+](=O)([O-])C (nitromethane). Run in O (water). Product: C(C1=CC=CC=C1)N1C(C(C2=CC(=CC=C12)Cl)(C[N+](=O)[O-])O)=O (1-benzyl-5-chloro-3-hydroxy-3-(nitromethyl)indolin-2-one).